describe an organic reaction: reactants, conditions, products, and yield From a dataset of the Open Reaction Database (ORD), a public repository of structured organic reaction records. Reactants: COC(CCC1NC(CC1C1=CC=C(C=C1)Cl)=O)=O (3-(4-chlorophenyl)-5-oxo-2-pyrrolidinepropanoic acid methyl ester), COC(CC(C1NC(CC1)=O)C1=CC=C(C=C1)Cl)=O (β-(4-chlorophenyl)-5-oxo-2-pyrrolidinepropanoic acid methyl ester), Cl (hydrochloric acid). Run in [OH-].[Na+] (sodium hydroxide). Product: ClC1=CC=C(C=C1)C(CC(=O)O)C1NC(CC1)=O (β-(4-chlorophenyl)-5-oxo-2-pyrrolidinepropanoic acid), ClC1=CC=C(C=C1)C1C(NC(C1)=O)CCC(=O)O (3-(4-chlorophenyl)-5-oxo-2-pyrrolidinepropanoic acid). Reaction SMILES: C[O:2][C:3](=[O:19])[CH2:4][CH2:5][CH:6]1[CH:10]([C:11]2[CH:16]=[CH:15][C:14]([Cl:17])=[CH:13][CH:12]=2)[CH2:9][C:8](=[O:18])[NH:7]1.C[O:21][C:22](=[O:38])[CH2:23][CH:24]([C:31]1[CH:36]=[CH:35][C:34]([Cl:37])=[CH:33][CH:32]=1)[CH:25]1[CH2:29][CH2:28][C:27](=[O:30])[NH:26]1.Cl>[OH-].[Na+]>[Cl:37][C:34]1[CH:33]=[CH:32][C:31]([CH:24]([CH:25]2[CH2:29][CH2:28][C:27](=[O:30])[NH:26]2)[CH2:23][C:22]([OH:38])=[O:21])=[CH:36][CH:35]=1.[Cl:17][C:14]1[CH:13]=[CH:12][C:11]([CH:10]2[CH2:9][C:8](=[O:18])[NH:7][CH:6]2[CH2:5][CH2:4][C:3]([OH:19])=[O:2])=[CH:16][CH:15]=1 |f:3.4|. Procedure: A solution of 36.7 g of 3-(4-chlorophenyl)-5-oxo-2-pyrrolidinepropanoic acid methyl ester and β-(4-chlorophenyl)-5-oxo-2-pyrrolidinepropanoic acid methyl ester in aqueous sodium hydroxide (1 N, 130 ml) solution is heated to 60° C. for four hours. Excess aqueous hydrochloric acid (1 N, 140 ml) is added and solution is concentrated under reduced pressure to give β-(4-chlorophenyl)-5-oxo-2-pyrrolidinepropanoic acid and 3-(4-chlorophenyl)-5-oxo-2-pyrrolidinepropanoic acid. The reactants are C1CCOC1, COC(=O)CC(O)(CCc1ccc(OCc2ccccc2)cc1)C(C)C, CO, [Pd]. The product is COC(=O)CC(O)(CCc1ccc(O)cc1)C(C)C. As a reaction SMILES: [CH2:28]1[O:29][CH2:30][CH2:31][CH2:32]1.[CH3:1][O:2][C:3]([CH2:4][C:5]([CH:6]([CH3:7])[CH3:8])([OH:9])[CH2:10][CH2:11][c:12]1[cH:13][cH:14][c:15]([O:18][CH2:19][c:20]2[cH:21][cH:22][cH:23][cH:24][cH:25]2)[cH:16][cH:17]1)=[O:26].[CH3:33][OH:34].[Pd:27]>>[CH3:1][O:2][C:3]([CH2:4][C:5]([CH:6]([CH3:7])[CH3:8])([OH:9])[CH2:10][CH2:11][c:12]1[cH:13][cH:14][c:15]([OH:18])[cH:16][cH:17]1)=[O:26].